From a dataset of the Open Reaction Database (ORD), a public repository of structured organic reaction records. describe an organic reaction: reactants, conditions, products, and yield Product: ClC1=C(COC(NC=2C=NN(C2)CC=2OC(=CC2)CO)=O)C=CC=C1 ([1-(5-Hydroxymethyl-furan-2-ylmethyl)-1H-pyrazol-4-yl]-carbamic acid 2-chloro-benzyl ester). Solvent: CO (MeOH). The reactants are N#N (N2), COC(=O)C=1OC(=CC1)CN1N=CC(=C1)NC(=O)OCC1=C(C=CC=C1)Cl (5-[4-(2-chloro-benzyloxycarbonylamino)-pyrazol-1-ylmethyl]-furan-2-carboxylic acid methyl ester), [BH4-].[Na+] (NaBH4). Reaction SMILES: N#N.C[O:4][C:5]([C:7]1[O:8][C:9]([CH2:12][N:13]2[CH:17]=[C:16]([NH:18][C:19]([O:21][CH2:22][C:23]3[CH:28]=[CH:27][CH:26]=[CH:25][C:24]=3[Cl:29])=[O:20])[CH:15]=[N:14]2)=[CH:10][CH:11]=1)=O.[BH4-].[Na+]>CO>[Cl:29][C:24]1[CH:25]=[CH:26][CH:27]=[CH:28][C:23]=1[CH2:22][O:21][C:19](=[O:20])[NH:18][C:16]1[CH:15]=[N:14][N:13]([CH2:12][C:9]2[O:8][C:7]([CH2:5][OH:4])=[CH:11][CH:10]=2)[CH:17]=1 |f:2.3|. Procedure: In a flame dried round-bottomed flask equipped with a magnetic stir bar and under inert atmosphere (N2), a solution of 5-[4-(2-chloro-benzyloxycarbonylamino)-pyrazol-1-ylmethyl]-furan-2-carboxylic acid methyl ester (3.30 g, 8.46 mmol) in MeOH (33.0 mL) was treated portionwise, at rt with NaBH4 (3.33 g, 84.60 mmol). The reaction mixture was stirred at rt overnight before being quenched by pouring in sat. aq. NH4Cl (100 mL), extracted with EA (3×100 mL). The combined org. extracts were dried over ... Conditions: time 8 hour.